From a dataset of the Open Reaction Database (ORD), a public repository of structured organic reaction records. describe an organic reaction: reactants, conditions, products, and yield Reactants: COC=1C=C(C=C(C1CCC)OC)C=CC=1C=C(C(=O)O)C=CC1 (3-[2-(3,5-Dimethoxy-4-1-propylphenyl)ethenyl]benzoic acid), Cl.N1=CC=CC=C1 (pyridine hydrochloride). Yields the product OC=1C=C(C=C(C1CCC)O)C=CC=1C=C(C(=O)O)C=CC1 (3-[2-(3,5-Dihydroxy-4-1-propylphenyl)ethenyl]benzoic acid). Yield: 86.0%. RXN SMILES: C[O:2][C:3]1[CH:4]=[C:5]([CH:14]=[CH:15][C:16]2[CH:17]=[C:18]([CH:22]=[CH:23][CH:24]=2)[C:19]([OH:21])=[O:20])[CH:6]=[C:7]([O:12]C)[C:8]=1[CH2:9][CH2:10][CH3:11].Cl.N1C=CC=CC=1>>[OH:2][C:3]1[CH:4]=[C:5]([CH:14]=[CH:15][C:16]2[CH:17]=[C:18]([CH:22]=[CH:23][CH:24]=2)[C:19]([OH:21])=[O:20])[CH:6]=[C:7]([OH:12])[C:8]=1[CH2:9][CH2:10][CH3:11] |f:1.2|. Procedure details: This material was prepared from 3-[2-(3,5-dimethoxy-4-1-propylphenyl)ethenyl]benzoic acid 2B and pyridine hydrochloride in 86% yield in the same way as described in Example 3. 1HNMR (DMSO-d6, ppm): δ 1.22 (d, J=7.0 Hz, 6H), 6.48 (s, 2H), 7.03 (d, J=17 Hz, 1H), 7.12 (d, J=17 Hz, 1H), 7.46 (t, J=7.5 Hz, 1H), 7.7-7.9 (m, 2H), 8.06 (s, 1H), 9.12 (s, 2H). Reactants: O=C([O-])[O-], CI, O=C1NC(=CC2CCCCC2)C(=O)N1c1ccccc1F, [Cs+], [Cs+], CN(C)C=O, O. Yields the product CN1C(=O)N(c2ccccc2F)C(=O)C1=CC1CCCCC1. As a reaction SMILES: [C:22](=[O:23])([O-:24])[O-:25].[CH3:28][I:29].[CH:1]1([CH:7]=[C:8]2[C:9](=[O:21])[N:10]([c:14]3[c:15]([F:20])[cH:16][cH:17][cH:18][cH:19]3)[C:11](=[O:13])[NH:12]2)[CH2:2][CH2:3][CH2:4][CH2:5][CH2:6]1.[Cs+:26].[Cs+:27].[O:30]=[CH:31][N:32]([CH3:33])[CH3:34].[OH2:35]>>[CH:1]1([CH:7]=[C:8]2[C:9](=[O:21])[N:10]([c:14]3[c:15]([F:20])[cH:16][cH:17][cH:18][cH:19]3)[C:11](=[O:13])[N:12]2[CH3:22])[CH2:2][CH2:3][CH2:4][CH2:5][CH2:6]1. The reactants are CN(C(OC(C)(C)C)=O)[C@H](C(N[C@@H]1C(NC2=C(OC1)C=CC=C2)=O)=O)C (tert-butyl methyl((S)-1-oxo-1-((S)-4-oxo-2,3,4,5-tetrahydrobenzo[b][1,4]oxazepin-3-ylamino)propan-2-yl)carbamate), BrC=1C=C2C=CC(=C(C2=CC1)CCl)OC (6-bromo-1-(chloromethyl)-2-methoxynaphthalene), C(=O)([O-])[O-].[Cs+].[Cs+] (Cs2CO3), [Na+].[I-] (NaI). Run in CN(C)C=O (DMF), CCOC(=O)C (EtOAc). Run at time 30 minute. Product: BrC=1C=C2C=CC(=C(C2=CC1)CN1C2=C(OC[C@@H](C1=O)NC([C@H](C)N(C(OC(C)(C)C)=O)C)=O)C=CC=C2)OC (tert-butyl (S)-1-((S)-5-((6-bromo-2-methoxynaphthalen-1-yl)methyl)-4-oxo-2,3,4,5-tetrahydrobenzo[b][1,4]oxazepin-3-ylamino)-1-oxopropan-2-yl(methyl)carbamate). Yield: 53.8%. As a reaction SMILES: [CH3:1][N:2]([C@@H:10]([CH3:26])[C:11](=[O:25])[NH:12][C@H:13]1[CH2:19][O:18][C:17]2[CH:20]=[CH:21][CH:22]=[CH:23][C:16]=2[NH:15][C:14]1=[O:24])[C:3](=[O:9])[O:4][C:5]([CH3:8])([CH3:7])[CH3:6].[Br:27][C:28]1[CH:29]=[C:30]2[C:35](=[CH:36][CH:37]=1)[C:34]([CH2:38]Cl)=[C:33]([O:40][CH3:41])[CH:32]=[CH:31]2.C([O-])([O-])=O.[Cs+].[Cs+].[Na+].[I-]>CN(C=O)C.CCOC(C)=O>[Br:27][C:28]1[CH:29]=[C:30]2[C:35](=[CH:36][CH:37]=1)[C:34]([CH2:38][N:15]1[C:14](=[O:24])[C@@H:13]([NH:12][C:11](=[O:25])[C@@H:10]([N:2]([CH3:1])[C:3](=[O:9])[O:4][C:5]([CH3:8])([CH3:6])[CH3:7])[CH3:26])[CH2:19][O:18][C:17]3[CH:20]=[CH:21][CH:22]=[CH:23][C:16]1=3)=[C:33]([O:40][CH3:41])[CH:32]=[CH:31]2 |f:2.3.4,5.6|. Procedure details: A mixture of tert-butyl methyl((S)-1-oxo-1-((S)-4-oxo-2,3,4,5-tetrahydrobenzo[b][1,4]oxazepin-3-ylamino)propan-2-yl)carbamate (1.1 g, 3.03 mmol, Eq: 1.00) (Example 1), 6-bromo-1-(chloromethyl)-2-methoxynaphthalene (951 mg, 3.33 mmol, Eq: 1.10), Cs2CO3 (1.08 g, 3.33 mmol, Eq: 1.10), and NaI (499 mg, 3.33 mmol, Eq: 1.1) in DMF (20 mL) was stirred for 3.5 at RT then heated at 50° C. for 1 h then at 60° C. for 30 min. The mixture was cooled, diluted with EtOAc, washed with water and brine. The organ... Reactants: C(O)([O-])=O.[K+] (potassium hydrogencarbonate), C(O)([O-])=O.[K+] (potassium hydrogencarbonate), CSC=1SCCN1 (2-(methylthio)-1,3-thiazoline), resultant solution. Conditions: time 1 hour. Yields the product OC[C@H]1N=C(SC1)SC (4(R)-hydroxymethyl-2-methylthio-1,3-thiazoline). Isolated yield 99.2%. Reaction SMILES: [C:1](=[O:4])([O-])O.[K+].[CH3:6][S:7][C:8]1[S:9][CH2:10][CH2:11][N:12]=1>>[OH:4][CH2:1][C@@H:11]1[CH2:10][S:9][C:8]([S:7][CH3:6])=[N:12]1 |f:0.1|. Procedure: To a 73 ml solution of methanol anhydride containing 7.95 g of 3-hydroxyazetidine hydrochloride (5) obtained in the above Example 3, there was added 5.09 g of potassium hydrogencarbonate at a room temperature, and, then, there was added 9.67 g of 2-(methylthio)-1,3-thiazoline dropwise, and, then, the resultant solution was subjected to heating and reflux for 20 hours. After the reaction liquid was left still until it had a room temperature, 3.63 g of potassium hydrogencarbonate was further added... Starting materials: [N+](=O)([O-])C=1C=NN2C=NC=3C=CC=CC3C21 (1-nitropyrazolo[1,5-c]quinazoline), [H][H] (hydrogen). Reagents/catalysts: [Pd] (palladium/carbon). Solvent: C(C)O (ethanol). Product: NC=1C=NN2C=NC=3C=CC=CC3C21 (1-aminopyrazolo[1,5-c]quinazoline). Yield: 79.8%. RXN SMILES: [N+:1]([C:4]1[CH:5]=[N:6][N:7]2[C:16]=1[C:15]1[CH:14]=[CH:13][CH:12]=[CH:11][C:10]=1[N:9]=[CH:8]2)([O-])=O.[H][H]>C(O)C.[Pd]>[NH2:1][C:4]1[CH:5]=[N:6][N:7]2[C:16]=1[C:15]1[CH:14]=[CH:13][CH:12]=[CH:11][C:10]=1[N:9]=[CH:8]2. Procedure details: 21.4 g (0.1 mole) of 1-nitropyrazolo[1,5-c]quinazoline are treated with hydrogen in ethanol and in the presence of palladium/carbon at room temperature and atmospheric pressure. When the hydrogen consumption ceases, the solution is filtered and evaporated. 14.7 g (80%) of 1-aminopyrazolo[1,5-c]quinazoline are obtained. M.p.: 168°-170° C. Reactants: NC=1C(=C(C(=CC1)OC)C1CCCC(N1CC1=NC2=CC=CC=C2C=C1)=O)O (6-(3-amino-2-hydroxy-6-methoxyphenyl)-1-(quinolin-2-ylmethyl)piperidin-2-one), CC=1C=CC(=CC1)S(=O)(=O)O (p-TsOH), C(C)(OCC)(OCC)OCC (triethyl orthoacetate). Solvent: CCOC(=O)C (AcOEt). Reaction conditions: temperature 100 celsius. The product is COC1=C(C2=C(N=C(O2)C)C=C1)C1CCCC(N1CC1=NC2=CC=CC=C2C=C1)=O (6-(6-methoxy-2-methylbenzo[d]oxazol-7-yl)-1-(quinolin-2-ylmethyl)piperidin-2-one). Reaction SMILES: [NH2:1][C:2]1[C:3]([OH:28])=[C:4]([CH:10]2[N:15]([CH2:16][C:17]3[CH:26]=[CH:25][C:24]4[C:19](=[CH:20][CH:21]=[CH:22][CH:23]=4)[N:18]=3)[C:14](=[O:27])[CH2:13][CH2:12][CH2:11]2)[C:5]([O:8][CH3:9])=[CH:6][CH:7]=1.[CH3:29][C:30]1C=CC(S(O)(=O)=O)=CC=1.C(OCC)(OCC)(OCC)C>CCOC(C)=O>[CH3:9][O:8][C:5]1[CH:6]=[CH:7][C:2]2[N:1]=[C:29]([CH3:30])[O:28][C:3]=2[C:4]=1[CH:10]1[N:15]([CH2:16][C:17]2[CH:26]=[CH:25][C:24]3[C:19](=[CH:20][CH:21]=[CH:22][CH:23]=3)[N:18]=2)[C:14](=[O:27])[CH2:13][CH2:12][CH2:11]1. Procedure: A mixture of 6-(3-amino-2-hydroxy-6-methoxyphenyl)-1-(quinolin-2-ylmethyl)piperidin-2-one (100 mg; 0.26 mmol), commercially available p-TsOH (2 mg; 0.01 mmol), and commercially available triethyl orthoacetate (290 mg; 1.69 mmol) was refluxed (100° C.) for 25 min. After cooling to rt, AcOEt was added, and the obtained mixture was filtered over a pad of celite. The filtrate was then washed with water and brine, and the mixed aq. layers were further extracted with AcOEt. The mixed organic layers we... The reactants are C(C)(C)(C)OC(=O)C=P(C1=CC=CC=C1)(C1=CC=CC=C1)C1=CC=CC=C1 ((tert-butoxy-carbonylmethylene)triphenylphosphorane), C(C)(C)C=1N=C(SC1)CCC1=C(C=2N(C(C(=C(N2)N2CCOCC2)C=O)=O)C=C1)OC (8-[2-(4-isopropyl-1,3-thiazol-2-yl)ethyl]-9-methoxy-2-morpholino-4-oxo-4H-pyrido[1,2-a]pyrimidine-3-carbaldehyde), C(C)(C)C=1N=C(SC1)CCC1=C(C=2N(C(C(=C(N2)N2CCOCC2)C=O)=O)C=C1)OC (8-[2-(4-Isopropyl-1,3-thiazol-2-yl)ethyl]-9-methoxy-2-morpholino-4-oxo-4H-pyrido[1,2-a]pyrimidine-3-carbaldehyde). Solvent: CN(C=O)C (dimethylformamide), O1CCCC1 (tetrahydrofuran). Conditions: temperature 80 celsius, time 15 hour. Yields the product C(C)(C)C=1N=C(SC1)CCC1=C(C=2N(C(C(=C(N2)N2CCOCC2)/C=C/C(=O)OC(C)(C)C)=O)C=C1)OC (tert-Butyl (E)-3-{8-[2-(4-isopropyl-1,3-thiazol-2-yl)ethyl]-4-oxo-9-methoxy-2-morpholino-4H-pyrido[1,2-a]pyrimidin-3-yl}-2-propenoate). Yield: 57.0%. As a reaction SMILES: [CH:1]([C:4]1[N:5]=[C:6]([CH2:9][CH2:10][C:11]2[CH:29]=[CH:28][N:14]3[C:15](=[O:27])[C:16]([CH:25]=O)=[C:17]([N:19]4[CH2:24][CH2:23][O:22][CH2:21][CH2:20]4)[N:18]=[C:13]3[C:12]=2[O:30][CH3:31])[S:7][CH:8]=1)([CH3:3])[CH3:2].[C:32]([O:36][C:37]([CH:39]=P(C1C=CC=CC=1)(C1C=CC=CC=1)C1C=CC=CC=1)=[O:38])([CH3:35])([CH3:34])[CH3:33]>O1CCCC1.CN(C)C=O>[CH:1]([C:4]1[N:5]=[C:6]([CH2:9][CH2:10][C:11]2[CH:29]=[CH:28][N:14]3[C:15](=[O:27])[C:16](/[CH:25]=[CH:39]/[C:37]([O:36][C:32]([CH3:33])([CH3:34])[CH3:35])=[O:38])=[C:17]([N:19]4[CH2:24][CH2:23][O:22][CH2:21][CH2:20]4)[N:18]=[C:13]3[C:12]=2[O:30][CH3:31])[S:7][CH:8]=1)([CH3:3])[CH3:2]. Procedure details: The 8-[2-(4-isopropyl-1,3-thiazol-2-yl)ethyl]-9-methoxy-2-morpholino-4-oxo-4H-pyrido[1,2-a]pyrimidine-3-carbaldehyde (300 mg) obtained in (H) was dissolved in tetrahydrofuran (4 ml) and dimethylformamide (1 ml), added with (tert-butoxy-carbonylmethylene)triphenylphosphorane (767 mg), and stirred at 80° C. for 15 hours. After the solvent was evaporated, the residue was purified by silica gel column chromatography to obtain the title compound (209 mg) as yellow powder. Reactants: OC1=C(C(=O)C2=C(C=C(C=C2)O)O)C=CC(=C1)O (2,2′,4,4′-tetrahydroxybenzophenone), C(C)(=O)[O-].[Na+] (sodium acetate), C(C(=O)O)(=O)O.C(CCC)NN (butylhydrazine oxalate). Product: C(CCC)N1N=C(C2=CC=C(C=C12)O)C1=C(C=C(C=C1)O)O (4-(1-butyl-6-hydroxy-1H-indazol-3-yl)benzene-1,3-diol). Isolated yield 38.9%. RXN SMILES: O[C:2]1[CH:17]=[C:16]([OH:18])[CH:15]=[CH:14][C:3]=1[C:4]([C:6]1[CH:11]=[CH:10][C:9]([OH:12])=[CH:8][C:7]=1[OH:13])=O.C([O-])(=O)C.[Na+].C(O)(=O)C(O)=O.[CH2:30]([NH:34][NH2:35])[CH2:31][CH2:32][CH3:33]>>[CH2:30]([N:34]1[C:2]2[C:3](=[CH:14][CH:15]=[C:16]([OH:18])[CH:17]=2)[C:4]([C:6]2[CH:11]=[CH:10][C:9]([OH:12])=[CH:8][C:7]=2[OH:13])=[N:35]1)[CH2:31][CH2:32][CH3:33] |f:1.2,3.4|. Procedure details: Prepared according to Method B from 2,2′,4,4′-tetrahydroxybenzophenone (0.123 g, 0.5 mmol), sodium acetate (0.164 g, 2 mmol) and butylhydrazine oxalate (0.178 g, 1.0 mmol) to give 0.058 g of product as a pink solid Reactants: O=C([O-])[O-], CN(C)C=O, CC(C)c1cc(CO)on1, [Cl-], C[N+](C)=CCl, [Cs+], [Cs+], O=C1Nc2ccccc2C12COc1cc3c(cc12)OCO3. The product is CC(C)c1cc(CN2C(=O)C3(COc4cc5c(cc43)OCO5)c3ccccc32)on1. As a reaction SMILES: [C:38](=[O:39])([O-:40])[O-:41].[CH3:44][N:45]([CH3:46])[CH:47]=[O:48].[CH:1]([CH3:2])([CH3:3])[c:4]1[n:5][o:6][c:7]([CH2:9][OH:10])[cH:8]1.[Cl-:11].[Cl:12][CH:13]=[N+:14]([CH3:15])[CH3:16].[Cs+:42].[Cs+:43].[NH:17]1[C:18](=[O:37])[C:19]2([CH2:20][O:21][c:22]3[c:23]2[cH:24][c:25]2[c:26]([cH:30]3)[O:27][CH2:28][O:29]2)[c:31]2[cH:32][cH:33][cH:34][cH:35][c:36]21>>[CH:1]([CH3:2])([CH3:3])[c:4]1[n:5][o:6][c:7]([CH2:9][N:17]2[C:18](=[O:37])[C:19]3([CH2:20][O:21][c:22]4[c:23]3[cH:24][c:25]3[c:26]([cH:30]4)[O:27][CH2:28][O:29]3)[c:31]3[cH:32][cH:33][cH:34][cH:35][c:36]32)[cH:8]1.